This data is from the Open Reaction Database (ORD), a public repository of structured organic reaction records. The task is: describe an organic reaction: reactants, conditions, products, and yield The reactants are COC[C@@H]1N(CCC1)S(=O)(=O)C1=CC=2C3(C=4N(C2C=C1)CC(CN4)(C)C)OCCCO3 (8′-{[(2R)-2-(Methoxymethyl)pyrrolidin-1-yl]sulfonyl}-3′,3′-dimethyl-3′,4′-dihydro-2′H-spiro[1,3-dioxane-2,10′pyrimido[1,2-a]indole]). Solvent: OS(=O)(=O)O (H2SO4). Reaction conditions: time 1 hour. The product is COC[C@@H]1N(CCC1)S(=O)(=O)C1=CC=2C(C=3N(C2C=C1)CC(CN3)(C)C)=O (8-{[(2R)-2-(Methoxymethyl)pyrrolidin-1-yl]sulfonyl}-3,3-dimethyl-3,4-dihydropyrimido[1,2-a]indol-10(2H)-one). The yield is 90.3%. RXN SMILES: [CH3:1][O:2][CH2:3][C@H:4]1[CH2:8][CH2:7][CH2:6][N:5]1[S:9]([C:12]1[CH:20]=[CH:19][C:18]2[N:17]3[CH2:21][C:22]([CH3:26])([CH3:25])[CH2:23][N:24]=[C:16]3[C:15]3(OCCC[O:27]3)[C:14]=2[CH:13]=1)(=[O:11])=[O:10]>OS(O)(=O)=O>[CH3:1][O:2][CH2:3][C@H:4]1[CH2:8][CH2:7][CH2:6][N:5]1[S:9]([C:12]1[CH:20]=[CH:19][C:18]2[N:17]3[CH2:21][C:22]([CH3:25])([CH3:26])[CH2:23][N:24]=[C:16]3[C:15](=[O:27])[C:14]=2[CH:13]=1)(=[O:11])=[O:10]. Procedure details: 8′-{[(2R)-2-(Methoxymethyl)pyrrolidin-1-yl]sulfonyl}-3′,3′-dimethyl-3′,4′-dihydro-2′H-spiro[1,3-dioxane-2,10′pyrimido[1,2-a]indole] (0.765 g, 1.70 mmol) was added portion-wise to cold concentrated H2SO4 (10 mL) over a period of 0.5 hr. with cooling in an ice bath. The bath was removed and the reaction stirred at room temp for 1 hr. The reaction mixture was gradually added to ice over a period of 15 min. and was basified to pH 11.1 with concentrated NH4OH keeping the temperature cold by the addit... Reactants: Cc1cc(CO)nn1C, O=C(c1cc(C(F)(F)F)cc(C(F)(F)F)c1)N1CCC2(CC1)C(=O)NC(=O)N2c1ccccc1Cl. The product is Cc1cc(CN2C(=O)N(c3ccccc3Cl)C3(CCN(C(=O)c4cc(C(F)(F)F)cc(C(F)(F)F)c4)CC3)C2=O)nn1C. As a reaction SMILES: [CH3:36][n:37]1[n:38][c:39]([CH2:43][OH:44])[cH:40][c:41]1[CH3:42].[F:1][C:2]([c:3]1[cH:4][c:5]([C:6](=[O:7])[N:8]2[CH2:9][CH2:10][C:11]3([C:12](=[O:24])[NH:13][C:14](=[O:23])[N:15]3[c:16]3[c:17]([Cl:22])[cH:18][cH:19][cH:20][cH:21]3)[CH2:25][CH2:26]2)[cH:27][c:28]([C:30]([F:31])([F:32])[F:33])[cH:29]1)([F:34])[F:35]>>[F:1][C:2]([c:3]1[cH:4][c:5]([C:6](=[O:7])[N:8]2[CH2:9][CH2:10][C:11]3([C:12](=[O:24])[N:13]([CH2:43][c:39]4[n:38][n:37]([CH3:36])[c:41]([CH3:42])[cH:40]4)[C:14](=[O:23])[N:15]3[c:16]3[c:17]([Cl:22])[cH:18][cH:19][cH:20][cH:21]3)[CH2:25][CH2:26]2)[cH:27][c:28]([C:30]([F:31])([F:32])[F:33])[cH:29]1)([F:34])[F:35].